Dataset: the Open Reaction Database (ORD), a public repository of structured organic reaction records. Task: describe an organic reaction: reactants, conditions, products, and yield Starting materials: C(C)P(=O)(C1=C(C=CC(=C1)OC1=C(C=C(C=C1)C(F)(F)F)Cl)[N+](=O)[O-])Cl (P-ethyl-2-nitro-5-(2-chloro-4-trifluoromethylphenoxy)phenylphosphinic chloride), ON=C(C(=O)OC)C1=CC=CC=C1 (methyl 2-hydroxyimino-2-phenylacetate). The solvent is C(Cl)Cl (methylene chloride). Reaction conditions: time 24 hour. The product is C(C)P(=O)(ON=C(C(=O)OC)C1=CC=CC=C1)C1=C(C=CC(=C1)OC1=C(C=C(C=C1)C(F)(F)F)Cl)[N+](=O)[O-] (methyl 2-[P-ethyl-2-nitro-5-(2-chloro-4-trifluoromethylphenoxy)phenylphosphinyloxyimino]-2-phenylacetate). RXN SMILES: [CH2:1]([P:3](Cl)([C:5]1[CH:10]=[C:9]([O:11][C:12]2[CH:17]=[CH:16][C:15]([C:18]([F:21])([F:20])[F:19])=[CH:14][C:13]=2[Cl:22])[CH:8]=[CH:7][C:6]=1[N+:23]([O-:25])=[O:24])=[O:4])[CH3:2].[OH:27][N:28]=[C:29]([C:34]1[CH:39]=[CH:38][CH:37]=[CH:36][CH:35]=1)[C:30]([O:32][CH3:33])=[O:31]>C(Cl)Cl>[CH2:1]([P:3]([C:5]1[CH:10]=[C:9]([O:11][C:12]2[CH:17]=[CH:16][C:15]([C:18]([F:21])([F:20])[F:19])=[CH:14][C:13]=2[Cl:22])[CH:8]=[CH:7][C:6]=1[N+:23]([O-:25])=[O:24])([O:27][N:28]=[C:29]([C:34]1[CH:39]=[CH:38][CH:37]=[CH:36][CH:35]=1)[C:30]([O:32][CH3:33])=[O:31])=[O:4])[CH3:2]. Reported procedure: Following the procedure of Example 2, P-ethyl-2-nitro-5-(2-chloro-4-trifluoromethylphenoxy)phenylphosphinic chloride is reacted with methyl 2-hydroxyimino-2-phenylacetate (357 mg, 1.5 eq.) in methylene chloride, with stirring at RT for 24 hours. The reaction is worked up and purified as in Example 2 to give methyl 2-[P-ethyl-2-nitro-5-(2-chloro-4-trifluoromethylphenoxy)phenylphosphinyloxyimino]-2-phenylacetate.